Dataset: the Open Reaction Database (ORD), a public repository of structured organic reaction records. Task: describe an organic reaction: reactants, conditions, products, and yield Reactants: C1CCNC1, COc1cc(CC(=O)NCCCc2ccc(C)c(C)c2)ccc1OCCBr, CN(C)c1ccccn1, c1ccccc1. The product is COc1cc(CC(=O)NCCCc2ccc(C)c(C)c2)ccc1OCCN1CCCC1. As a reaction SMILES: [CH2:28]1[CH2:29][CH2:30][NH:31][CH2:32]1.[CH3:1][c:2]1[cH:3][c:4]([CH2:9][CH2:10][CH2:11][NH:12][C:13]([CH2:14][c:15]2[cH:16][c:17]([O:25][CH3:26])[c:18]([O:21][CH2:22][CH2:23][Br:24])[cH:19][cH:20]2)=[O:27])[cH:5][cH:6][c:7]1[CH3:8].[CH3:33][N:34]([c:35]1[cH:36][cH:37][cH:38][cH:39][n:40]1)[CH3:41].[cH:42]1[cH:43][cH:44][cH:45][cH:46][cH:47]1>>[CH3:1][c:2]1[cH:3][c:4]([CH2:9][CH2:10][CH2:11][NH:12][C:13]([CH2:14][c:15]2[cH:16][c:17]([O:25][CH3:26])[c:18]([O:21][CH2:22][CH2:23][N:31]3[CH2:30][CH2:29][CH2:28][CH2:32]3)[cH:19][cH:20]2)=[O:27])[cH:5][cH:6][c:7]1[CH3:8]. Reactants: Cl (hydrochloric acid), [N+](=O)([O-])C(CCC(=O)Cl)([N+](=O)[O-])[N+](=O)[O-] (4,4,4-trinitrobutyryl chloride), FC(C(C(=O)NN)(F)F)(C(F)(F)F)F (N-(heptafluorobutyryl)hydrazine), N1=CC=CC=C1 (Pyridine). Run in C(C)OCC (diethyl ether), O (water), CCOCC (ether). Yields the product [N+](=O)([O-])C(CCC(=O)NNC(C(C(C(F)(F)F)(F)F)(F)F)=O)([N+](=O)[O-])[N+](=O)[O-] (N-(4,4,4-trinitrobutyryl)-N'-(perfluorobutyryl)hydrazine). Reaction SMILES: [N+:1]([C:4]([N+:13]([O-:15])=[O:14])([N+:10]([O-:12])=[O:11])[CH2:5][CH2:6][C:7](Cl)=[O:8])([O-:3])=[O:2].[F:16][C:17]([F:29])([C:25]([F:28])([F:27])[F:26])[C:18]([F:24])([F:23])[C:19]([NH:21][NH2:22])=[O:20].N1C=CC=CC=1.Cl>C(OCC)C.O>[N+:1]([C:4]([N+:13]([O-:15])=[O:14])([N+:10]([O-:12])=[O:11])[CH2:5][CH2:6][C:7]([NH:22][NH:21][C:19](=[O:20])[C:18]([F:23])([F:24])[C:17]([F:16])([F:29])[C:25]([F:27])([F:26])[F:28])=[O:8])([O-:3])=[O:2]. Reported procedure: To a solution of 1.0 g (0.0041 mole) of 4,4,4-trinitrobutyryl chloride in anhydrous diethyl ether (10 mL) stirred at 20° C. (water bath) was added 0.9 g (0.0039 mole) of N-(heptafluorobutyryl)hydrazine. The mixture became thick with precipitate and sufficient ether (10 mL) was added to allow efficient stirring. Pyridine (0.35 ml, 0.0044 mole) was added dropwise and the mixture was stirred for 5 minutes before 5% hydrochloric acid (10 mL) was added. The ether layer was dried (Na2SO4), the volatil...